From a dataset of the Open Reaction Database (ORD), a public repository of structured organic reaction records. describe an organic reaction: reactants, conditions, products, and yield The product is CN(C)c1ccccc1S(=O)c1nc2ccccc2[nH]1. The reactants are CCOC(C)=O, O=C(OO)c1cccc(Cl)c1, CN(C)c1ccccc1Sc1nc2ccccc2[nH]1. Reaction SMILES: [CH3:31][CH2:32][O:33][C:34](=[O:35])[CH3:36].[Cl:20][c:21]1[cH:22][cH:23][cH:24][c:25]([C:26]([O:27][OH:29])=[O:28])[cH:30]1.[nH:1]1[c:2]([S:10][c:11]2[c:12]([N:17]([CH3:18])[CH3:19])[cH:13][cH:14][cH:15][cH:16]2)[n:3][c:4]2[c:5]1[cH:6][cH:7][cH:8][cH:9]2>>[nH:1]1[c:2]([S:10]([c:11]2[c:12]([N:17]([CH3:18])[CH3:19])[cH:13][cH:14][cH:15][cH:16]2)=[O:28])[n:3][c:4]2[c:5]1[cH:6][cH:7][cH:8][cH:9]2. Run at temperature 0 celsius, time 3 hour. Product: [N+](=O)([O-])C1=C(C(=CC=2N=C(NC21)O)Br)Br (4-Nitro-5,6-dibromo-2-hydroxybenzimidazole). Reported procedure: The procedure of Cheesman, G. W. H., J. Chem. Soc. 1170 (1962), was adapted. To a stirred suspension of 5,6-dibromo-2-hydroxybenzimidazole (140 mg, 0.48 mmol) in concentrated H2SO4 (1 mL) at 0° C. was added KNO3 (58.5 mg, 0.56 mmol, Baker) in one portion. The mixture was stirred at 0° C. for 3 h then at room temperature for one day. The mixture became a blue solution. Then it was poured into ice (30 g) resulting in the separation of a bright yellow precipitate which was collected by filtration a... Reactants: [N+](=O)([O-])[O-].[K+] (KNO3), BrC1=CC2=C(N=C(N2)O)C=C1Br (5,6-dibromo-2-hydroxybenzimidazole), ice. As a reaction SMILES: [Br:1][C:2]1[C:11]([Br:12])=[CH:10][C:5]2[N:6]=[C:7]([OH:9])[NH:8][C:4]=2[CH:3]=1.[N+:13]([O-])([O-:15])=[O:14].[K+]>OS(O)(=O)=O>[N+:13]([C:10]1[C:5]2[NH:6][C:7]([OH:9])=[N:8][C:4]=2[CH:3]=[C:2]([Br:1])[C:11]=1[Br:12])([O-:15])=[O:14] |f:1.2|. Solvent: OS(=O)(=O)O (H2SO4). The reactants are ClC1=CC(=C(C#N)C=C1)C1=CC(NC=C1C(F)F)=O (4-chloro-2-[5-(difluoromethyl)-2-oxo-1,2-dihydropyridin-4-yl]benzonitrile), BrC(C(=O)O)C (2-bromopropanoic acid), crude product. Yields the product ClC=1C=CC(=C(C1)C1=CC(N(C=C1C(F)F)C(C(=O)O)C)=O)C#N (2-[4-(5-Chloro-2-cyanophenyl)-5-(difluoromethyl)-2-oxopyridin-1(2H)-yl]propanoic acid). As a reaction SMILES: [Cl:1][C:2]1[CH:9]=[CH:8][C:5]([C:6]#[N:7])=[C:4]([C:10]2[C:15]([CH:16]([F:18])[F:17])=[CH:14][NH:13][C:12](=[O:19])[CH:11]=2)[CH:3]=1.Br[CH:21]([CH3:25])[C:22]([OH:24])=[O:23]>>[Cl:1][C:2]1[CH:9]=[CH:8][C:5]([C:6]#[N:7])=[C:4]([C:10]2[C:15]([CH:16]([F:17])[F:18])=[CH:14][N:13]([CH:21]([CH3:25])[C:22]([OH:24])=[O:23])[C:12](=[O:19])[CH:11]=2)[CH:3]=1. Reported procedure: 215 mg (purity 64%, 0.5 mmol) of 4-chloro-2-[5-(difluoromethyl)-2-oxo-1,2-dihydropyridin-4-yl]benzonitrile and 1.5 eq. of 2-bromopropanoic acid (racemate) were reacted according to General Method 4A at 50° C. Yield: 256 mg of crude product (purity 64%, 95% of theory) Starting materials: CC(C)OC(N[C@@H]1C[C@@H](N(C2=CC=C(C=C12)Br)C(C)=O)C)=O (1-methylethyl[(2S,4R)-1-acetyl-6-bromo-2-methyl-1,2,3,4-tetrahydro-4-quinolinyl]carbamate), C(=O)=O (CO2), C(=O)([O-])[O-].[K+].[K+] (K2CO3), COCCN1N=CC(=C1)B1OC(C(O1)(C)C)(C)C (1-[2-(methyloxy)ethyl]-4-(4,4,5,5-tetramethyl-1,3,2-dioxaborolan-2-yl)-1H-pyrazole), Intermediate 117. Reagents/catalysts: C=1C=CC(=CC1)[P](C=2C=CC=CC2)(C=3C=CC=CC3)[Pd]([P](C=4C=CC=CC4)(C=5C=CC=CC5)C=6C=CC=CC6)([P](C=7C=CC=CC7)(C=8C=CC=CC8)C=9C=CC=CC9)[P](C=1C=CC=CC1)(C=1C=CC=CC1)C=1C=CC=CC1 (tetrakis(triphenylphosphine)palladium(0)). The solvent is C1(=CC=CC=C1)C (toluene), CCO (EtOH), O1CCOCC1 (1,4-dioxane). Run at temperature 80 celsius, time 18 hour. The product is CC(C)OC(N[C@@H]1C[C@@H](N(C2=CC=C(C=C12)C=1C=NN(C1)CCOC)C(C)=O)C)=O (1-methylethyl((2S,4R)-1-acetyl-2-methyl-6-{1-[2-(methyloxy)ethyl]-1H-pyrazol-4-yl}-1,2,3,4-tetrahydro-4-quinolinyl)carbamate). Yield: 37.0%. RXN SMILES: [CH3:1][CH:2]([O:4][C:5](=[O:22])[NH:6][C@H:7]1[C:16]2[C:11](=[CH:12][CH:13]=[C:14](Br)[CH:15]=2)[N:10]([C:18](=[O:20])[CH3:19])[C@@H:9]([CH3:21])[CH2:8]1)[CH3:3].[CH3:23][O:24][CH2:25][CH2:26][N:27]1[CH:31]=[C:30](B2OC(C)(C)C(C)(C)O2)[CH:29]=[N:28]1.C([O-])([O-])=O.[K+].[K+].C(=O)=O>O1CCOCC1.C1C=CC([P]([Pd]([P](C2C=CC=CC=2)(C2C=CC=CC=2)C2C=CC=CC=2)([P](C2C=CC=CC=2)(C2C=CC=CC=2)C2C=CC=CC=2)[P](C2C=CC=CC=2)(C2C=CC=CC=2)C2C=CC=CC=2)(C2C=CC=CC=2)C2C=CC=CC=2)=CC=1.C1(C)C=CC=CC=1.CCO>[CH3:1][CH:2]([O:4][C:5](=[O:22])[NH:6][C@H:7]1[C:16]2[C:11](=[CH:12][CH:13]=[C:14]([C:30]3[CH:29]=[N:28][N:27]([CH2:26][CH2:25][O:24][CH3:23])[CH:31]=3)[CH:15]=2)[N:10]([C:18](=[O:20])[CH3:19])[C@@H:9]([CH3:21])[CH2:8]1)[CH3:3] |f:2.3.4,^1:59,61,80,99|. Procedure: A flask was charged with 1-methylethyl[(2S,4R)-1-acetyl-6-bromo-2-methyl-1,2,3,4-tetrahydro-4-quinolinyl]carbamate (for a preparation see Example 4) (0.185 g, 0.500 mmol), 1-[2-(methyloxy)ethyl]-4-(4,4,5,5-tetramethyl-1,3,2-dioxaborolan-2-yl)-1H-pyrazole (for a preparation see Intermediate 117) (151 mg, 0.600 mmol), K2CO3 (90 mg, 0.650 mmol) and tetrakis(triphenylphosphine)palladium(0) (28.9 mg, 0.025 mmol) then filled with EtOH (1 mL) and toluene (1 mL) and the resulting mixture was stirred at ... The reactants are C(C)(=O)NC1=C(C=C2C3=C(C(CCC3(CC2=C1)CCCC)=O)Br)F (7-(acetylamino)-4-bromo-9a-butyl-6-fluoro-1,2,9,9a-tetrahydro-3H-fluoren-3-one). Run in CO (methanol), Cl (HCl). Run at temperature 80 celsius. The product is NC1=C(C=C2C3=C(C(CCC3(CC2=C1)CCCC)=O)Br)F (7-amino-4-bromo-9a-butyl-6-fluoro-1,2,9,9a-tetrahydro-3H-fluoren-3-one). Yield: 48.3%. RXN SMILES: C([NH:4][C:5]1[CH:17]=[C:16]2[C:8]([C:9]3[C:14]([CH2:18][CH2:19][CH2:20][CH3:21])([CH2:15]2)[CH2:13][CH2:12][C:11](=[O:22])[C:10]=3[Br:23])=[CH:7][C:6]=1[F:24])(=O)C>CO.Cl>[NH2:4][C:5]1[CH:17]=[C:16]2[C:8]([C:9]3[C:14]([CH2:18][CH2:19][CH2:20][CH3:21])([CH2:15]2)[CH2:13][CH2:12][C:11](=[O:22])[C:10]=3[Br:23])=[CH:7][C:6]=1[F:24]. Reported procedure: A solution of 7-(acetylamino)-4-bromo-9a-butyl-6-fluoro-1,2,9,9a-tetrahydro-3H-fluoren-3-one (33 mg, 0.1 mmol) in methanol (0.5 mL) was diluted with aqueous 6N HCl (0.5 mL). The resulting mixture was stirred in a capped flask and heated in an oil bath at 80° C. for 40 minutes. After cooling, the mixture was partitioned between water and EtOAc. The organic solution was washed with aqueous 5% NaHCO3, water, and brine, dried over MgSO4, filtered, and concentrated under vacuum to an oil. The oil ws ... Reactants: CN(C)C=O (DMF), ice water, C[O-].[K+] (potassium methoxide), [N+](=O)([O-])C1=C(C(=CC=C1)C)C (3-nitro-o-xylene), N(=O)OCCCC (n-butyl nitrite). The solvent is C(C)(=O)O (acetic acid), O (water). Run at temperature -40 celsius. The product is CC1=C(C=NO)C(=CC=C1)[N+](=O)[O-] (2-methyl-6-nitrobenzaldoxime). Reaction SMILES: CN(C=O)C.C[O-].[K+].[N+:9]([C:12]1[CH:17]=[CH:16][CH:15]=[C:14]([CH3:18])[C:13]=1[CH3:19])([O-:11])=[O:10].[N:20](OCCCC)=[O:21]>C(O)(=O)C.O>[CH3:18][C:14]1[CH:15]=[CH:16][CH:17]=[C:12]([N+:9]([O-:11])=[O:10])[C:13]=1[CH:19]=[N:20][OH:21] |f:1.2|. Reported procedure: 1200 ml of anhydrous DMF are initially charged in a 4 l reaction flask and cooled to −40° C. At this temperature, 336.5 g (4.56 mol) of potassium methoxide (95%) are added with stirring and suspended. A mixture of 300 g (1.92 mol) of 3-nitro-o-xylene (97%) and 274 g (2.52 mol) of n-butyl nitrite (95%) is subsequently added dropwise at −40° C. over a period of 7 hours (if the mixture is cooled appropriately, the duration of this addition can be reduced at will; an extension has hitherto not been ... Reactants: Cl.COC=1C=C(C=CC1OC)C=1C(C(N(N1)C1CCNCC1)=O)(C)C (5-(3,4-dimethoxyphenyl)-4,4-dimethyl-2-(piperidin-4-yl)-2,4-dihydro-3H-pyrazol-3-one hydrochloride), Cl.COC=1C=C(C=CC1OC)C=1C(C(N(N1)C1CCNCC1)=O)(C)C (5-(3,4-dimethoxyphenyl)-4,4-dimethyl-2-(piperidin-4-yl)-2,4-dihydro-3H-pyrazol-3-one hydrochloride), C(C)(=O)OC1=CC=C(C(=O)O)C=C1 (4-(acetyloxy)benzoic acid). The product is C(C)(=O)OC1=CC=C(C=C1)C(=O)N1CCC(CC1)N1N=C(C(C1=O)(C)C)C1=CC(=C(C=C1)OC)OC (4-({4-[3-(3,4-Dimethoxyphenyl)-4,4-dimethyl-5-oxo-4,5-dihydro-1H-pyrazol-1-yl]piperidin-1-yl}carbonyl)phenyl acetate). Reaction SMILES: Cl.[CH3:2][O:3][C:4]1[CH:5]=[C:6]([C:12]2[C:13]([CH3:25])([CH3:24])[C:14](=[O:23])[N:15]([CH:17]3[CH2:22][CH2:21][NH:20][CH2:19][CH2:18]3)[N:16]=2)[CH:7]=[CH:8][C:9]=1[O:10][CH3:11].[C:26]([O:29][C:30]1[CH:38]=[CH:37][C:33]([C:34](O)=[O:35])=[CH:32][CH:31]=1)(=[O:28])[CH3:27]>>[C:26]([O:29][C:30]1[CH:38]=[CH:37][C:33]([C:34]([N:20]2[CH2:21][CH2:22][CH:17]([N:15]3[C:14](=[O:23])[C:13]([CH3:25])([CH3:24])[C:12]([C:6]4[CH:7]=[CH:8][C:9]([O:10][CH3:11])=[C:4]([O:3][CH3:2])[CH:5]=4)=[N:16]3)[CH2:18][CH2:19]2)=[O:35])=[CH:32][CH:31]=1)(=[O:28])[CH3:27] |f:0.1|. Procedure: The title compound is prepared analogously as described for GP3 using 5-(3,4-dimethoxyphenyl)-4,4-dimethyl-2-(piperidin-4-yl)-2,4-dihydro-3H-pyrazol-3-one (compound B1) and 4-(acetyloxy)benzoic acid as starting compounds. The crude product is purified by crystallization from methanol to yield the title compound.